This data is from the Open Reaction Database (ORD), a public repository of structured organic reaction records. The task is: describe an organic reaction: reactants, conditions, products, and yield Reactants: NCC1=NOC(=N1)C=1N=CN2C1[C@H]1N(C(C3=C2C=CC=C3Cl)=O)CCC1 ((S)-1-(3-aminomethyl-1,2,4-oxadiazol-5-yl)-8-chloro-11,12,13,13a-tetrahydro-9H-imidazo[1,5-a]pyrrolo[2,1-c][1,4]benzodiazepin-9-one), C(C)N(C(C)C)C(C)C (N-ethyldiisopropylamine), C(CC)I (propyl iodide). Solvent: CN(C=O)C (N,N-dimethylformamide). Product: ClC1=CC=CC2=C1C(N1[C@H](C=3N2C=NC3C3=NC(=NO3)CN(CCC)CCC)CCC1)=O ((S)-8-chloro-11,12,13,13a-tetrahydro-1-(3-dipropylaminomethyl-1,2,4-oxadiazol-5-yl)-9H-imidazo[1,5-a]pyrrolo[2,1-c][1,4]benzodiazepin-9-one). Isolated yield 35.6%. RXN SMILES: [NH2:1][CH2:2][C:3]1[N:7]=[C:6]([C:8]2[N:9]=[CH:10][N:11]3[C:17]4[CH:18]=[CH:19][CH:20]=[C:21]([Cl:22])[C:16]=4[C:15](=[O:23])[N:14]4[CH2:24][CH2:25][CH2:26][C@H:13]4[C:12]=23)[O:5][N:4]=1.C(N(C(C)C)[CH:30]([CH3:32])[CH3:31])C.[CH2:36](I)[CH2:37][CH3:38]>CN(C)C=O>[Cl:22][C:21]1[C:16]2[C:15](=[O:23])[N:14]3[CH2:24][CH2:25][CH2:26][C@H:13]3[C:12]3[N:11]([CH:10]=[N:9][C:8]=3[C:6]3[O:5][N:4]=[C:3]([CH2:2][N:1]([CH2:36][CH2:37][CH3:38])[CH2:31][CH2:30][CH3:32])[N:7]=3)[C:17]=2[CH:18]=[CH:19][CH:20]=1. Procedure: 1.85 g (5 mmol) of (S)-1-(3-aminomethyl-1,2,4-oxadiazol-5-yl)-8-chloro-11,12,13,13a-tetrahydro-9H-imidazo[1,5-a]pyrrolo[2,1-c][1,4]benzodiazepin-9-one, 20 ml of N,N-dimethylformamide, 2.14 ml (12.5 mmol) of N-ethyldiisopropylamine and 0.97 ml (10 mmol) of propyl iodide were stirred at 80° overnight. After evaporating the solvent the residue was chromatographed on 210 g of silica gel while eluting with ethyl acetate. There was obtained 0.81 g (36%) of (S)-8-chloro-11,12,13,13a-tetrahydro-1-(3-dip... The reactants are ClC=1C=NC=C(C1NC(C(=O)C1=CN(C2=CC=C(C=C12)O)CC1=CC=C(C=C1)F)=O)Cl (N-(3,5-dichloropyridin-4-yl)-2-[1-(4-fluorobenzyl)-5-hydroxyindol-3-yl]-2-oxoacetamide), [BH4-].[Na+] (sodium borohydride). The solvent is [OH-].[Na+] (sodium hydroxide), CO (methanol). Conditions: temperature 20 celsius, time 6 hour. Yields the product ClC=1C=NC=C(C1NC(C(O)C1=CN(C2=CC=C(C=C12)O)CC1=CC=C(C=C1)F)=O)Cl (N-(3,5-Dichloropyridin-4-yl)-2-[1-(4-fluorobenzyl)-5-hydroxyindol-3-yl]-2-hydroxyacetamide). As a reaction SMILES: [Cl:1][C:2]1[CH:3]=[N:4][CH:5]=[C:6]([Cl:31])[C:7]=1[NH:8][C:9](=[O:30])[C:10]([C:12]1[C:20]2[C:15](=[CH:16][CH:17]=[C:18]([OH:21])[CH:19]=2)[N:14]([CH2:22][C:23]2[CH:28]=[CH:27][C:26]([F:29])=[CH:25][CH:24]=2)[CH:13]=1)=[O:11].[BH4-].[Na+]>CO.[OH-].[Na+]>[Cl:1][C:2]1[CH:3]=[N:4][CH:5]=[C:6]([Cl:31])[C:7]=1[NH:8][C:9](=[O:30])[CH:10]([C:12]1[C:20]2[C:15](=[CH:16][CH:17]=[C:18]([OH:21])[CH:19]=2)[N:14]([CH2:22][C:23]2[CH:28]=[CH:27][C:26]([F:29])=[CH:25][CH:24]=2)[CH:13]=1)[OH:11] |f:1.2,4.5|. Procedure details: 1 g of N-(3,5-dichloropyridin-4-yl)-2-[1-(4-fluorobenzyl)-5-hydroxyindol-3-yl]-2-oxoacetamide (1; 2 mmol) are suspended in 75 ml methanol. After addition of a solution of 0.2 g of sodium borohydride in 3 ml dilute sodium hydroxide solution, the reaction mixture is stirred at 20° C. for 6 hours. After the solvent has been removed by distillation, the residue is recrystallized from 40 ml ethanol. Starting materials: C(C)OC(=O)C1=CC(=NO1)C1=CC=C(C=C1)NC(=O)NC1CCCCC1 (3-[4-(3-cyclohexyl-ureido)-phenyl]-isoxazole-5-carboxylic acid ethyl ester), [K+].[Br-] (KBr). Product: C1(CCCCC1)NC(NC1=CC=C(C=C1)C1=NOC(=C1)C(=O)O)=O (3-[4-(3-cyclohexyl-ureido)-phenyl]-isoxazole-5-carboxylic acid). Yield: 92.0%. RXN SMILES: C([O:3][C:4]([C:6]1[O:10][N:9]=[C:8]([C:11]2[CH:16]=[CH:15][C:14]([NH:17][C:18]([NH:20][CH:21]3[CH2:26][CH2:25][CH2:24][CH2:23][CH2:22]3)=[O:19])=[CH:13][CH:12]=2)[CH:7]=1)=[O:5])C.[K+].[Br-]>>[CH:21]1([NH:20][C:18](=[O:19])[NH:17][C:14]2[CH:13]=[CH:12][C:11]([C:8]3[CH:7]=[C:6]([C:4]([OH:5])=[O:3])[O:10][N:9]=3)=[CH:16][CH:15]=2)[CH2:26][CH2:25][CH2:24][CH2:23][CH2:22]1 |f:1.2|. Reported procedure: The title compound was prepared from 3-[4-(3-cyclohexyl-ureido)-phenyl]-isoxazole-5-carboxylic acid ethyl ester as set forth in Example 8 and was obtained in 92% yield. Mass (ES+): 330 (M++1); IR (KBr): 3318, 2927, 2853, 1711, 1637, 1563; 1H NMR (DMSO-d6) δ: 1.05-1.80 (4×m, 10H), 3.45 (br, 1H), 6.17 (d, 1H), 7.49 (d, 2H), 7.66 (s, 1H), 7.79 (d, 2H), 8.58 (s, 1H), 14.5 (br, ˜0.5H).